This data is from the Open Reaction Database (ORD), a public repository of structured organic reaction records. The task is: describe an organic reaction: reactants, conditions, products, and yield Reactants: O=[N+]([O-])c1cc(Cl)cnc1Oc1ccc(O)cc1, [H][H], C1COCCO1. Yields the product Nc1cc(Cl)cnc1Oc1ccc(O)cc1. RXN SMILES: [Cl:1][c:2]1[cH:3][c:4]([N+:16]([O-:17])=[O:18])[c:5]([O:8][c:9]2[cH:10][cH:11][c:12]([OH:15])[cH:13][cH:14]2)[n:6][cH:7]1.[H:19][H:20].[O:21]1[CH2:22][CH2:23][O:24][CH2:25][CH2:26]1>>[Cl:1][c:2]1[cH:3][c:4]([NH2:16])[c:5]([O:8][c:9]2[cH:10][cH:11][c:12]([OH:15])[cH:13][cH:14]2)[n:6][cH:7]1. Starting materials: [O-]CC.[Na+] (sodium ethoxide), FC1=C(C(=C(C(=C1C(C)=O)F)F)F)F (1-(pentafluorophenyl)-1-ethanone), FC1=CC=C(C=O)C=C1 (4-fluorobenzaldehyde). The solvent is C(C)O (ethanol), CCOCC (ether). Conditions: time 18 hour. Yields the product FC1=CC=C(C=C1)C=CC(=O)C1=C(C(=C(C(=C1F)F)F)F)F (3-(4-Fluorophenyl)-1-(pentafluorophenyl)-2-propen-1-one). The yield is 54.6%. Reaction SMILES: [O-]CC.[Na+].[F:5][C:6]1[C:11]([C:12](=[O:14])[CH3:13])=[C:10]([F:15])[C:9]([F:16])=[C:8]([F:17])[C:7]=1[F:18].[F:19][C:20]1[CH:27]=[CH:26][C:23]([CH:24]=O)=[CH:22][CH:21]=1>C(O)C.CCOCC>[F:19][C:20]1[CH:27]=[CH:26][C:23]([CH:24]=[CH:13][C:12]([C:11]2[C:6]([F:5])=[C:7]([F:18])[C:8]([F:17])=[C:9]([F:16])[C:10]=2[F:15])=[O:14])=[CH:22][CH:21]=1 |f:0.1|. Reported procedure: A solution of sodium ethoxide (21% in EtOH, 0.32 gm, 4.76 mmol) was added to a mixture of 1-(pentafluorophenyl)-1-ethanone (5.91 gm, 47.6 mmol, Aldrich) and 4-fluorobenzaldehyde (10.00 gm, 47.6 mmol) stirring in ethanol (100 ml) under argon. The solution was allowed to stir at room temperature for 18 hours, then EtOH was evaporated to afford a yellowish, oily solid. The solid was redissolved in ether, washed with water and brine, then dried over MgSO4, filtered and concentrated to give a yellow ... Starting materials: [BH4-].[Na+] (sodium borohydride), Cl (HCl), CSC1=CC=C2CCCC(C2=C1)=CC#N (2-[7-(Methylthio)-3,4-dihydro-1(2H)-naphthalenylidene]acetonitrile), Cl (hydrochloric acid). Reagents/catalysts: [Co](Cl)Cl (cobalt chloride). The solvent is CO (methanol), alcohol. Conditions: time 3 hour. Yields the product Cl.CSC1=CC=C2CCCC(C2=C1)CCN (2-[7-(Methylthio)-1,2,3,4tetrahydro-1-naphthyl]-1-ethylamine hydrochloride). Reaction SMILES: [CH3:1][S:2][C:3]1[CH:12]=[C:11]2[C:6]([CH2:7][CH2:8][CH2:9][C:10]2=[CH:13][C:14]#[N:15])=[CH:5][CH:4]=1.[BH4-].[Na+].[ClH:18]>CO.[Co](Cl)Cl>[ClH:18].[CH3:1][S:2][C:3]1[CH:12]=[C:11]2[C:6]([CH2:7][CH2:8][CH2:9][CH:10]2[CH2:13][CH2:14][NH2:15])=[CH:5][CH:4]=1 |f:1.2,6.7|. Reported procedure: 0.0046 mol of the compound obtained in Step D is dissolved in 70 ml of methanol. 0.0092 mol of cobalt chloride is added, with magnetic stirring, and then, in small portions, 0.0325 ml of sodium borohydride. Stirring is carried out for 3 hours at ambient temperature and the mixture is then acidified with 6M hydrochloric acid solution until the black precipitate dissolves. The methanol is evaporated off under reduced pressure and then extraction with ethyl ether is carried out. The two phases are ... The reactants are C12(CC3CC(CC(C1)C3)C2)COC2=NC=C(C(=O)O)C=C2C2CC2 (6-(adamantan-1-ylmethoxy)-5-cyclopropylnicotinic acid), CS(=O)(=O)N (methyl sulfonamide), [C@H]12[C@H](C[C@H](CC1)C2)OC2=CC(=C(C(=O)O)C=C2C2CC2)F (4-((1S,2S,4R)-bicyclo[2.2.1]heptan-2-yloxy)-5-cyclopropyl-2-fluorobenzoic acid), COCCS(=O)(=O)N (2-methoxyethanesulfonamide). The product is [C@H]12[C@H](C[C@H](CC1)C2)OC2=CC(=C(C(=O)NS(=O)(=O)C)C=C2C2CC2)F (4-((1S,2S,4R)-bicyclo[2.2.1]heptan-2-yloxy)-5-cyclopropyl-2-fluoro-N-(methylsulfonyl)benzamide). Isolated yield 72.0%. Reaction SMILES: C12(COC3C(C4CC4)=CC(C(O)=O)=CN=3)CC3CC(CC(C3)C1)C2.[C@@H:25]12[CH2:31][C@@H:28]([CH2:29][CH2:30]1)[CH2:27][C@@H:26]2[O:32][C:33]1[C:41]([CH:42]2[CH2:44][CH2:43]2)=[CH:40][C:36]([C:37](O)=[O:38])=[C:35]([F:45])[CH:34]=1.COC[CH2:49][S:50]([NH2:53])(=[O:52])=[O:51].CS(N)(=O)=O>>[C@@H:25]12[CH2:31][C@@H:28]([CH2:29][CH2:30]1)[CH2:27][C@@H:26]2[O:32][C:33]1[C:41]([CH:42]2[CH2:44][CH2:43]2)=[CH:40][C:36]([C:37]([NH:53][S:50]([CH3:49])(=[O:52])=[O:51])=[O:38])=[C:35]([F:45])[CH:34]=1. Procedure details: Following the procedure as described in Example 271 and making variations as required to replace 6-(adamantan-1-ylmethoxy)-5-cyclopropylnicotinic acid with 4-((1S,2S,4R)-bicyclo[2.2.1]heptan-2-yloxy)-5-cyclopropyl-2-fluorobenzoic acid and to replace 2-methoxyethanesulfonamide with methyl sulfonamide. Purification by silica gel column chromatography (2:1 hexanes:ethyl acetate (+0.2% acetic acid v/v)) gave the title compound as a colorless solid (0.090 g, 72%): 1H NMR (300 MHz, DMSO-d6) δ 11.82 (b... Starting materials: [H-].[Na+] (sodium hydride), COC(=O)C1=CC=C(C=C1)NC1=CC=C(C=C1)C(=O)OC (N,N-bis(4-methoxycarbonylphenyl)amine), ice water, BrCCCCCC(=O)Cl (6-bromohexanoic acid chloride). Run in O(CCCC)CCCC (n-Bu2O). Conditions: time 2 hour. The product is COC(=O)C1=CC=C(C=C1)N(C(CCCCCBr)=O)C1=CC=C(C=C1)C(=O)OC (6-bromohexanoic acid-N,N-bis(4-methoxycarbonylphenyl)amide). Yield: 88.1%. Reaction SMILES: [H-].[Na+].[CH3:3][O:4][C:5]([C:7]1[CH:12]=[CH:11][C:10]([NH:13][C:14]2[CH:19]=[CH:18][C:17]([C:20]([O:22][CH3:23])=[O:21])=[CH:16][CH:15]=2)=[CH:9][CH:8]=1)=[O:6].[Br:24][CH2:25][CH2:26][CH2:27][CH2:28][CH2:29][C:30](Cl)=[O:31]>O(CCCC)CCCC>[CH3:23][O:22][C:20]([C:17]1[CH:18]=[CH:19][C:14]([N:13]([C:10]2[CH:9]=[CH:8][C:7]([C:5]([O:4][CH3:3])=[O:6])=[CH:12][CH:11]=2)[C:30](=[O:31])[CH2:29][CH2:28][CH2:27][CH2:26][CH2:25][Br:24])=[CH:15][CH:16]=1)=[O:21] |f:0.1|. Procedure: To a suspension of sodium hydride (60% in mineral oil; 77.1 mg, 1.93 mmol) in anhydrous n-Bu2O (5 ml) 15a (500 mg, 1.75 mmol) is added batch wise, and the mixture is stirred for an additional two hours at RT. Then, 6-bromohexanoic acid chloride (0.314 ml, 2.10 mmol) is added, and the reaction is heated for 4 h under reflux. The mixture is allowed to cool to RT, poured into ice-water, and extracted with CH2Cl2. The organic phases are unified, washed with a saturated solution of NaHCO3 (2×) and sa... The reactants are O=C1CCC(OCc2ccccc2)CC1, CNC, CNC, CO, Cl, N#C[K]. Yields the product CN(C)C1(C#N)CCC(OCc2ccccc2)CC1. Reaction SMILES: [CH2:4]([c:5]1[cH:6][cH:7][cH:8][cH:9][cH:10]1)[O:11][CH:12]1[CH2:13][CH2:14][C:15](=[O:18])[CH2:16][CH2:17]1.[CH3:1][NH:2][CH3:3].[CH3:20][NH:21][CH3:22].[CH3:26][OH:27].[ClH:19].[K:23][C:24]#[N:25]>>[CH3:1][N:2]([CH3:3])[C:15]1([C:20]#[N:21])[CH2:14][CH2:13][CH:12]([O:11][CH2:4][c:5]2[cH:6][cH:7][cH:8][cH:9][cH:10]2)[CH2:17][CH2:16]1. Starting materials: ClC1=CC=C(C=C1)C1=NC2=C(N1C(CO)C1CCCCC1)C=C(C(=C2)F)F (2-[2-(4-chloro-phenyl)-5,6-difluoro-benzoimidazol-1-yl]-2-cyclohexyl-ethanol), C(C)OC(C(C)(C)OC1=CC=C(C=C1)O)=O (2-(4-hydroxy-phenoxy)-2-methyl-propionic acid ethyl ester), C(CCC)P(CCCC)CCCC (tri-n-butylphosphin), CN(C(=O)N=NC(=O)N(C)C)C (N,N,N′,N′-tetramethylazodicarboxamide). Solvent: O1CCCC1 (tetrahydrofuran). Conditions: temperature 0 celsius, time 18 hour. The product is C(C)OC(C(C)(C)OC1=CC=C(C=C1)OCC(C1CCCCC1)N1C(=NC2=C1C=C(C(=C2)F)F)C2=CC=C(C=C2)Cl)=O (2-(4-{2-[2-(4-Chloro-phenyl)-5,6-difluoro-benzoimidazol-1-yl]-2-cyclohexyl-ethoxy}-phenoxy)-2-methyl-propionic acid ethyl ester). The yield is 74.0%. RXN SMILES: [Cl:1][C:2]1[CH:7]=[CH:6][C:5]([C:8]2[N:12]([CH:13]([CH:16]3[CH2:21][CH2:20][CH2:19][CH2:18][CH2:17]3)[CH2:14][OH:15])[C:11]3[CH:22]=[C:23]([F:27])[C:24]([F:26])=[CH:25][C:10]=3[N:9]=2)=[CH:4][CH:3]=1.[CH2:28]([O:30][C:31](=[O:43])[C:32]([O:35][C:36]1[CH:41]=[CH:40][C:39](O)=[CH:38][CH:37]=1)([CH3:34])[CH3:33])[CH3:29].C(P(CCCC)CCCC)CCC.CN(C)C(N=NC(N(C)C)=O)=O>O1CCCC1>[CH2:28]([O:30][C:31](=[O:43])[C:32]([O:35][C:36]1[CH:41]=[CH:40][C:39]([O:15][CH2:14][CH:13]([N:12]2[C:11]3[CH:22]=[C:23]([F:27])[C:24]([F:26])=[CH:25][C:10]=3[N:9]=[C:8]2[C:5]2[CH:6]=[CH:7][C:2]([Cl:1])=[CH:3][CH:4]=2)[CH:16]2[CH2:17][CH2:18][CH2:19][CH2:20][CH2:21]2)=[CH:38][CH:37]=1)([CH3:34])[CH3:33])[CH3:29]. Reported procedure: To a solution of 200 mg (0.512 mmol) 2-[2-(4-chloro-phenyl)-5,6-difluoro-benzoimidazol-1-yl]-2-cyclohexyl-ethanol (Ex. 1, int. c) in 5 ml tetrahydrofuran were added 126 mg (0.563 mmol) 2-(4-hydroxy-phenoxy)-2-methyl-propionic acid ethyl ester (CAS RN 42806-90-6) and 124 mg (0.614 mmol) tri-n-butylphosphin. The reaction mixture was cooled down to 0° C. 106 mg (0.614 mmol) N,N,N′,N′-tetramethylazodicarboxamide were added and the reaction mixture was stirred for 18 hours at room temperature. The re... Reactants: ClC=1N=C(C2=C(N1)SC(=N2)CN2CCN(CC2)S(=O)(=O)C)N2CCOCC2 (5-Chloro-2-(4-methanesulfonyl-piperazin-1-ylmethyl)-7-morpholin-4-yl-thiazolo[5,4-d]pyrimidine), CN(C1=NC=C(C=N1)B1OC(C(O1)(C)C)(C)C)C (dimethyl-[5-(4,4,5,5-tetramethyl-[1,3,2]dioxaborolan-2-yl)-pyrimidin-2-yl]-amine). Yields the product CN(C1=NC=C(C=N1)C=1N=C(C2=C(N1)SC(=N2)CN2CCN(CC2)S(=O)(=O)C)N2CCOCC2)C (N,N-dimethyl-5-(2-((4-(methylsulfonyl)piperazin-1-yl)methyl)-7-morpholinothiazolo[5,4-d]pyrimidin-5-yl)pyrimidin-2-amine). Yield: 10.7%. Reaction SMILES: Cl[C:2]1[N:3]=[C:4]([N:22]2[CH2:27][CH2:26][O:25][CH2:24][CH2:23]2)[C:5]2[N:10]=[C:9]([CH2:11][N:12]3[CH2:17][CH2:16][N:15]([S:18]([CH3:21])(=[O:20])=[O:19])[CH2:14][CH2:13]3)[S:8][C:6]=2[N:7]=1.[CH3:28][N:29]([CH3:45])[C:30]1[N:35]=[CH:34][C:33](B2OC(C)(C)C(C)(C)O2)=[CH:32][N:31]=1>>[CH3:28][N:29]([CH3:45])[C:30]1[N:35]=[CH:34][C:33]([C:2]2[N:3]=[C:4]([N:22]3[CH2:27][CH2:26][O:25][CH2:24][CH2:23]3)[C:5]3[N:10]=[C:9]([CH2:11][N:12]4[CH2:17][CH2:16][N:15]([S:18]([CH3:21])(=[O:20])=[O:19])[CH2:14][CH2:13]4)[S:8][C:6]=3[N:7]=2)=[CH:32][N:31]=1. Reported procedure: 5-Chloro-2-(4-methanesulfonyl-piperazin-1-ylmethyl)-7-morpholin-4-yl-thiazolo[5,4-d]pyrimidine (80 mg) was reacted with 55 mg of dimethyl-[5-(4,4,5,5-tetramethyl-[1,3,2]dioxaborolan-2-yl)-pyrimidin-2-yl]-amine via General Procedure A. The product was purified by reverse phase HPLC to yield 10.3 mg of 110. MS (Q1) 520.2 (M)+.